This data is from the Open Reaction Database (ORD), a public repository of structured organic reaction records. The task is: describe an organic reaction: reactants, conditions, products, and yield Starting materials: C(C1=CC=CC=C1)C1C(CC2=CC=C(C=C12)OCCNS(=O)(=O)C=1N=CN(C1)C)NC(OCC)=O (ethyl 1-benzyl-6-(2-(1-methyl-1H-imidazole-4-sulfonamido)ethoxy)-2,3-dihydro-1H-inden-2-ylcarbamate), [OH-].[K+] (potassium hydroxide), C(C)O (ethanol), Cl.C(C)OCC (hydrochloric acid diethyl ether). The solvent is [Cl-].[Na+].O (brine). Run at temperature 90 celsius, time 1 hour. Yields the product Cl.NC1CC2=CC=C(C=C2C1CC1=CC=CC=C1)OCCNS(=O)(=O)C=1N=CN(C1)C (N-{2-[(2-Amino-3-benzyl-2,3-dihydro-1H-inden-5-yl)oxy]ethyl}-1-methyl-1H-imidazole-4-sulfonamide hydrochloride). RXN SMILES: [CH2:1]([CH:8]1[C:16]2[C:11](=[CH:12][CH:13]=[C:14]([O:17][CH2:18][CH2:19][NH:20][S:21]([C:24]3[N:25]=[CH:26][N:27]([CH3:29])[CH:28]=3)(=[O:23])=[O:22])[CH:15]=2)[CH2:10][CH:9]1[NH:30]C(=O)OCC)[C:2]1[CH:7]=[CH:6][CH:5]=[CH:4][CH:3]=1.[OH-].[K+].C(O)C.[ClH:41].C(OCC)C>[Cl-].[Na+].O>[ClH:41].[NH2:30][CH:9]1[CH:8]([CH2:1][C:2]2[CH:3]=[CH:4][CH:5]=[CH:6][CH:7]=2)[C:16]2[C:11](=[CH:12][CH:13]=[C:14]([O:17][CH2:18][CH2:19][NH:20][S:21]([C:24]3[N:25]=[CH:26][N:27]([CH3:29])[CH:28]=3)(=[O:23])=[O:22])[CH:15]=2)[CH2:10]1 |f:1.2,4.5,6.7.8,9.10|. Procedure: To ethyl 1-benzyl-6-(2-(1-methyl-1H-imidazole-4-sulfonamido)ethoxy)-2,3-dihydro-1H-inden-2-ylcarbamate (33 mg, 0.066 mmol; see example 195) was added 2N potassium hydroxide in ethanol (4 mL, 8.00 mmol) and stirred at 90° C. for 1 h. 50% brine was added and extracted twice with dichloromethane. The combined organic layers were washed with brine, dried, filtered and evaporated to obtain a clear oil m=27.3 mg. Added 2N hydrochloric acid/diethyl ether and stirred at room temperature for 2 h, filtere... The solvent is C1=CC=CC=C1 (benzene). RXN SMILES: [C:1](Cl)(=[O:5])[C:2]([CH3:4])=[CH2:3].[C:7]([C:11]1[CH:16]=[C:15]([NH2:17])[CH:14]=[C:13]([C:18]([CH3:21])([CH3:20])[CH3:19])[C:12]=1[OH:22])([CH3:10])([CH3:9])[CH3:8].C(=O)([O-])[O-].[Na+].[Na+]>C1C=CC=CC=1>[C:7]([C:11]1[CH:16]=[C:15]([NH:17][C:1](=[O:5])[C:2]([CH3:4])=[CH2:3])[CH:14]=[C:13]([C:18]([CH3:21])([CH3:20])[CH3:19])[C:12]=1[OH:22])([CH3:10])([CH3:9])[CH3:8] |f:2.3.4|. Starting materials: C(C(=C)C)(=O)Cl (methacryloyl chloride), C(C)(C)(C)C1=C(C(=CC(=C1)N)C(C)(C)C)O (2,6-di tert.butyl-4-aminophenol), C([O-])([O-])=O.[Na+].[Na+] (sodium carbonate). Run at time 30 minute. Procedure: N-(3,5-di tert.butyl-4-hydroxyphenyl)methacrylamide was prepared by adding a solution of 11.5 grams of methacryloyl chloride in 50 milliliters of benzene to the solution of 2,6-di tert.butyl-4-aminophenol to which had been added 6 grams of sodium carbonate. The addition was accomplished in 30 minutes at 24° C. to 37° C. The mixture was stirred for 1 hour and the solid product was filtered off, washed thoroughly with 2% hydrochloric acid and dried. The yield was 10.0 grams of product which melted... Product: C(C)(C)(C)C=1C=C(C=C(C1O)C(C)(C)C)NC(C(=C)C)=O (N-(3,5-di tert.butyl-4-hydroxyphenyl)methacrylamide). Solvent: C(C)#N (acetonitrile). Reported procedure: To a mixture of 3-(β-D-glucopyranosyl)-1-(4-hydroxy-benzyl)-5-methyl-1H-indole (50 mg), cesium carbonate (82 mg) and sodium iodide (19 mg) in acetonitrile (1 mL) was added ethyl bromide (41 mg), and the mixture was stirred at 40° C. for 3 days. The reaction mixture was poured into 15% aqueous sodium chloride solution, and the resulting mixture was extracted with ethyl acetate. The extract was dried over anhydrous sodium sulfate, and the solvent was removed under reduced pressure. The residue was... Reaction conditions: temperature 40 celsius, time 3 day. Starting materials: C(C)Br (ethyl bromide), [C@@H]1([C@H](O)[C@@H](O)[C@H](O)[C@H](O1)CO)C1=CN(C2=CC=C(C=C12)C)CC1=CC=C(C=C1)O (3-(β-D-glucopyranosyl)-1-(4-hydroxy-benzyl)-5-methyl-1H-indole), C([O-])([O-])=O.[Cs+].[Cs+] (cesium carbonate), [I-].[Na+] (sodium iodide), [Cl-].[Na+] (sodium chloride). RXN SMILES: [C@@H:1]1([C:12]2[C:20]3[C:15](=[CH:16][CH:17]=[C:18]([CH3:21])[CH:19]=3)[N:14]([CH2:22][C:23]3[CH:28]=[CH:27][C:26]([OH:29])=[CH:25][CH:24]=3)[CH:13]=2)[O:9][C@H:8]([CH2:10][OH:11])[C@@H:6]([OH:7])[C@H:4]([OH:5])[C@H:2]1[OH:3].C(=O)([O-])[O-].[Cs+].[Cs+].[I-].[Na+].[CH2:38](Br)[CH3:39].[Cl-].[Na+]>C(#N)C>[CH2:38]([O:29][C:26]1[CH:25]=[CH:24][C:23]([CH2:22][N:14]2[C:15]3[C:20](=[CH:19][C:18]([CH3:21])=[CH:17][CH:16]=3)[C:12]([C@@H:1]3[O:9][C@H:8]([CH2:10][OH:11])[C@@H:6]([OH:7])[C@H:4]([OH:5])[C@H:2]3[OH:3])=[CH:13]2)=[CH:28][CH:27]=1)[CH3:39] |f:1.2.3,4.5,7.8|. Yields the product C(C)OC1=CC=C(CN2C=C(C3=CC(=CC=C23)C)[C@H]2[C@H](O)[C@@H](O)[C@H](O)[C@H](O2)CO)C=C1 (1-(4-Ethoxybenzyl)-3-(β-D-glucopyranosyl)-5-methyl-1H-indole). Isolated yield 39.2%. Reactants: Brc1ccccn1, CCOC(=O)C(F)(F)Br, CC(=O)OC(C)C, CS(C)=O, [Cu], [K+], O=P([O-])(O)O. Product: CCOC(=O)C(F)(F)c1ccccn1. As a reaction SMILES: [Br:1][c:2]1[cH:3][cH:4][cH:5][cH:6][n:7]1.[Br:8][C:9]([C:10](=[O:11])[O:12][CH2:13][CH3:14])([F:15])[F:16].[C:27]([O:28][CH:29]([CH3:30])[CH3:31])(=[O:32])[CH3:33].[CH3:23][S:24]([CH3:25])=[O:26].[Cu:34].[K+:17].[OH:18][P:19](=[O:20])([O-:21])[OH:22]>>[c:2]1([C:9]([C:10](=[O:11])[O:12][CH2:13][CH3:14])([F:15])[F:16])[cH:3][cH:4][cH:5][cH:6][n:7]1. Starting materials: COC1=C(C=CC=C1)B(O)O (2-methoxyphenylboronic acid), C([O-])([O-])=O.[Cs+].[Cs+] (cesium carbonate), COC(=O)C1=CSC=C1NC(COC1=NC=C(C=C1)Br)=O (4-[2-(5-bromo-pyridin-2-yloxy)-acetylamino]-thiophene-3-carboxylic acid methyl ester). The reagents and catalysts are C=1C=CC(=CC1)[P](C=2C=CC=CC2)(C=3C=CC=CC3)[Pd]([P](C=4C=CC=CC4)(C=5C=CC=CC5)C=6C=CC=CC6)([P](C=7C=CC=CC7)(C=8C=CC=CC8)C=9C=CC=CC9)[P](C=1C=CC=CC1)(C=1C=CC=CC1)C=1C=CC=CC1 (tetrakis(triphenylphosphine)palladium). The solvent is O1CCCC1 (tetrahydrofuran), O (water), C(C)(=O)OCC (ethyl acetate). Run at temperature 80 celsius, time 8 hour. Yields the product COC(=O)C1=CSC=C1NC(COC1=NC=C(C=C1)C1=C(C=CC=C1)OC)=O (4-[2-[5-(2-Methoxy-phenyl)-pyridin-2-yloxy]-acetylamino]-thiophene-3-carboxylic acid methyl ester). Isolated yield 79.0%. Reaction SMILES: [CH3:1][O:2][C:3]([C:5]1[C:9]([NH:10][C:11](=[O:21])[CH2:12][O:13][C:14]2[CH:19]=[CH:18][C:17](Br)=[CH:16][N:15]=2)=[CH:8][S:7][CH:6]=1)=[O:4].[CH3:22][O:23][C:24]1[CH:29]=[CH:28][CH:27]=[CH:26][C:25]=1B(O)O.C(=O)([O-])[O-].[Cs+].[Cs+]>O1CCCC1.O.C(OCC)(=O)C.C1C=CC([P]([Pd]([P](C2C=CC=CC=2)(C2C=CC=CC=2)C2C=CC=CC=2)([P](C2C=CC=CC=2)(C2C=CC=CC=2)C2C=CC=CC=2)[P](C2C=CC=CC=2)(C2C=CC=CC=2)C2C=CC=CC=2)(C2C=CC=CC=2)C2C=CC=CC=2)=CC=1>[CH3:1][O:2][C:3]([C:5]1[C:9]([NH:10][C:11](=[O:21])[CH2:12][O:13][C:14]2[CH:19]=[CH:18][C:17]([C:25]3[CH:26]=[CH:27][CH:28]=[CH:29][C:24]=3[O:23][CH3:22])=[CH:16][N:15]=2)=[CH:8][S:7][CH:6]=1)=[O:4] |f:2.3.4,^1:54,56,75,94|. Procedure: To a solution of 4-[2-(5-bromo-pyridin-2-yloxy)-acetylamino]-thiophene-3-carboxylic acid methyl ester (50 g, 0.135 mmol) in a mixture of tetrahydrofuran (10.5 mL) and water (2.5 mL) was added 2-methoxyphenylboronic acid (24.5 mg, 0.162 mmol) and cesium carbonate (175.3 mg, 0.54 mmol). The solution was then degassed by bubbling a flux of argon for 20 minutes before adding tetrakis(triphenylphosphine)palladium (4.24 mg, 0.0034 mmol). The reaction mixture was then stirred overnight at 80° C. under ... Starting materials: [H-].[Na+] (NaH), ClC1=CC=C(C=C1)CCC(C#N)C1=C(C=CC=C1F)Cl (alpha-[2-(4-chlorophenyl)ethyl]-2-chloro-6-fluorophenylacetonitrile), CN(C)C=O (DMF), C(Br)Br (CH2Br2), CN(C)C=O (DMF), N1N=NC=C1 (triazole). Conditions: time 0.5 hour. Product: ClC1=C(C(=CC=C1)F)C(C#N)(CN1N=CN=C1)CCC1=CC=C(C=C1)Cl (Alpha-(2-chloro-6-fluorophenyl)-alpha-[2-(4-chlorophenyl)ethyl]-1,2,4-triazole-1-propanenitrile). Reaction SMILES: [H-].[Na+].[Cl:3][C:4]1[CH:9]=[CH:8][C:7]([CH2:10][CH2:11][CH:12]([C:15]2[C:20]([F:21])=[CH:19][CH:18]=[CH:17][C:16]=2[Cl:22])[C:13]#[N:14])=[CH:6][CH:5]=1.C(Br)Br.[NH:26]1[CH:30]=CN=[N:27]1.C[N:32]([CH:34]=O)[CH3:33]>>[Cl:22][C:16]1[CH:17]=[CH:18][CH:19]=[C:20]([F:21])[C:15]=1[C:12]([CH2:11][CH2:10][C:7]1[CH:6]=[CH:5][C:4]([Cl:3])=[CH:9][CH:8]=1)([CH2:30][N:26]1[CH:34]=[N:32][CH:33]=[N:27]1)[C:13]#[N:14] |f:0.1|. Reported procedure: A 3 neck 200 ml round bottom flask was charged with 2.4 gms of 60% NaH (0.048 mole, 1.2 eq.), washed twice with 25 ml of hexanes, in 40 ml of DMF. At room temperature 12.28 gms (0.04 mole, 1.0 eq.) of alpha-[2-(4-chlorophenyl)ethyl]-2-chloro-6-fluorophenylacetonitrile was added dropwise over 0.5 hour in 30 ml of DMF. Then 10.43 gms of CH2Br2 (0.60 mole, 1.5 eq.) in 20 ml of DMF was added dropwise and the reaction was stirred at room temperature for 0.5 hour after which gas liquid chromatography ...